Dataset: the Open Reaction Database (ORD), a public repository of structured organic reaction records. Task: describe an organic reaction: reactants, conditions, products, and yield Starting materials: CCOc1cc(C(C)(C)O)ccc1C1=NC(C)(c2ccc(Cl)cc2)C(C)(c2ccc(Cl)cc2)N1C(=O)Cl, Cl, Cl, O=S1(=O)CCC(N2CCNCC2)CC1. Product: CCOc1cc(C(C)(C)O)ccc1C1=NC(C)(c2ccc(Cl)cc2)C(C)(c2ccc(Cl)cc2)N1C(=O)N1CCN(C2CCS(=O)(=O)CC2)CC1. Reaction SMILES: [Cl:1][c:2]1[cH:3][cH:4][c:5]([C:8]2([CH3:37])[N:9]=[C:10]([c:24]3[c:25]([O:34][CH2:35][CH3:36])[cH:26][c:27]([C:30]([CH3:31])([CH3:32])[OH:33])[cH:28][cH:29]3)[N:11]([C:21](=[O:22])[Cl:23])[C:12]2([CH3:13])[c:14]2[cH:15][cH:16][c:17]([Cl:20])[cH:18][cH:19]2)[cH:6][cH:7]1.[ClH:38].[ClH:39].[O:40]=[S:41]1(=[O:53])[CH2:42][CH2:43][CH:44]([N:47]2[CH2:48][CH2:49][NH:50][CH2:51][CH2:52]2)[CH2:45][CH2:46]1>>[Cl:1][c:2]1[cH:3][cH:4][c:5]([C:8]2([CH3:37])[N:9]=[C:10]([c:24]3[c:25]([O:34][CH2:35][CH3:36])[cH:26][c:27]([C:30]([CH3:31])([CH3:32])[OH:33])[cH:28][cH:29]3)[N:11]([C:21](=[O:22])[N:50]3[CH2:49][CH2:48][N:47]([CH:44]4[CH2:43][CH2:42][S:41](=[O:40])(=[O:53])[CH2:46][CH2:45]4)[CH2:52][CH2:51]3)[C:12]2([CH3:13])[c:14]2[cH:15][cH:16][c:17]([Cl:20])[cH:18][cH:19]2)[cH:6][cH:7]1. Starting materials: C(C)(C)OC(=O)N1C2=C(C(=CCC1)NCC1=CC(=CC(=C1)C(F)(F)F)C(F)(F)F)C(=CC=C2)F (5-(3,5-Bis-trifluoromethyl-benzylamino)-6-fluoro-2,3-dihydro-benzo[b]azepine-1-carboxylic isopropyl ester). Reagents/catalysts: [Pt]=O (platinum oxide). Run in CO (methanol). Yields the product C(C)(C)OC(=O)N1C2=C(C(CCC1)NCC1=CC(=CC(=C1)C(F)(F)F)C(F)(F)F)C(=CC=C2)F (5-(3,5-Bis-trifluoromethyl-benzylamino)-6-fluoro-2,3,4,5-tetrahydro-benzo[b]azepine-1-carboxylic acid isopropyl ester). Yield: 98.8%. RXN SMILES: [CH:1]([O:4][C:5]([N:7]1[CH2:13][CH2:12][CH:11]=[C:10]([NH:14][CH2:15][C:16]2[CH:21]=[C:20]([C:22]([F:25])([F:24])[F:23])[CH:19]=[C:18]([C:26]([F:29])([F:28])[F:27])[CH:17]=2)[C:9]2[C:30]([F:34])=[CH:31][CH:32]=[CH:33][C:8]1=2)=[O:6])([CH3:3])[CH3:2]>[Pt]=O.CO>[CH:1]([O:4][C:5]([N:7]1[CH2:13][CH2:12][CH2:11][CH:10]([NH:14][CH2:15][C:16]2[CH:21]=[C:20]([C:22]([F:23])([F:25])[F:24])[CH:19]=[C:18]([C:26]([F:27])([F:28])[F:29])[CH:17]=2)[C:9]2[C:30]([F:34])=[CH:31][CH:32]=[CH:33][C:8]1=2)=[O:6])([CH3:3])[CH3:2]. Procedure: Inject titanium isopropoxide (1.3 mL, 4.32 mmol) to a mixture of 6-fluor-5-oxo-2,3,4,5-tetrahydro-benzo[b]azepine-1-carboxylic acid isopropyl ester (572 mg, 2.16 mmol) and 3,5-bis(trifluoromethyl)benzylamine (972 mg, 3.2 mmol) at room temperature under an atmosphere of nitrogen and stir the solution for 14 h. Purify the residue by flash chromatography, eluting with hexanes/ethyl acetate, to afford 5-(3,5-Bis-trifluoromethyl-benzylamino)-6-fluoro-2,3-dihydro-benzo[b]azepine-1-carboxylic isopropyl...